This data is from the Open Reaction Database (ORD), a public repository of structured organic reaction records. The task is: describe an organic reaction: reactants, conditions, products, and yield Procedure details: To a suspension of K2CO3 (0.936 g, 6.77 mmol) and n-Bu4NCl (0.753 g, 2.71 mmol) in DMF under an atmosphere of argon were added 4-bromo-1-chloro-2-methoxybenzene (0.600 g, 2.71 mmol), the amide from Step 1 (0.809 g, 3.25 mmol), and molecular sieves. The mixture was stirred for 10 min at rt before adding PPh3 (0.071 g, 0.271 mmol) and Pd(OAc)2 (0.0304 g, 0.135 mmol). The reaction mixture was heated at 80° C. overnight and then cooled to rt and filtered through Celite. The filtrate was diluted with... The reagents and catalysts are [N+](CCCC)(CCCC)(CCCC)CCCC.[Cl-] (n-Bu4NCl), CC(=O)[O-].CC(=O)[O-].[Pd+2] (Pd(OAc)2). RXN SMILES: C([O-])([O-])=O.[K+].[K+].Br[C:8]1[CH:13]=[CH:12][C:11]([Cl:14])=[C:10]([O:15][CH3:16])[CH:9]=1.[Cl:17][C:18]1[CH:19]=[C:20]([NH:28][C:29](=[O:32])[CH:30]=[CH2:31])[CH:21]=[CH:22][C:23]=1[C:24]([F:27])([F:26])[F:25].C1C=CC(P(C2C=CC=CC=2)C2C=CC=CC=2)=CC=1>[N+](CCCC)(CCCC)(CCCC)CCCC.[Cl-].CN(C=O)C.CC([O-])=O.CC([O-])=O.[Pd+2]>[Cl:14][C:11]1[CH:12]=[CH:13][C:8](/[CH:31]=[CH:30]/[C:29]([NH:28][C:20]2[CH:21]=[CH:22][C:23]([C:24]([F:25])([F:26])[F:27])=[C:18]([Cl:17])[CH:19]=2)=[O:32])=[CH:9][C:10]=1[O:15][CH3:16] |f:0.1.2,6.7,9.10.11|. The yield is 72.0%. Solvent: CN(C)C=O (DMF). Starting materials: C(=O)([O-])[O-].[K+].[K+] (K2CO3), C1=CC=C(C=C1)P(C2=CC=CC=C2)C3=CC=CC=C3 (PPh3), BrC1=CC(=C(C=C1)Cl)OC (4-bromo-1-chloro-2-methoxybenzene), ClC=1C=C(C=CC1C(F)(F)F)NC(C=C)=O (N-[3-chloro-4-(trifluoromethyl)phenyl]acrylamide). Run at time 10 minute. The product is ClC1=C(C=C(C=C1)/C=C/C(=O)NC1=CC(=C(C=C1)C(F)(F)F)Cl)OC ((2E)-3-(4-chloro-3-methoxyphenyl)-N-[3-chloro-4-(trifluoromethyl)phenyl]acrylamide). The reactants are CN(C([C@@H](C)OC1=C2C(NC=NC2=CC=C1)=O)=O)C ((2R)—N,N-dimethyl-2-[(4-oxo-3,4-dihydroquinazolin-5-yl)oxy]propanamide), NC=1C=C2C=NN(C2=CC1)CC1=C(C#N)C=CC=C1 (2-[(5-amino-1H-indazol-1-yl)methyl]benzonitrile). Product: C(#N)C1=C(CN2N=CC3=CC(=CC=C23)NC2=NC=NC3=CC=CC(=C23)O[C@@H](C(=O)N(C)C)C)C=CC=C1 ((2R)-2-[(4-{[1-(2-cyanobenzyl)-1H-indazol-5-yl]amino}quinazolin-5-yl)oxy]-N,N-dimethylpropanamide). The yield is 81.0%. RXN SMILES: [CH3:1][N:2]([CH3:19])[C:3](=[O:18])[C@H:4]([O:6][C:7]1[CH:16]=[CH:15][CH:14]=[C:13]2[C:8]=1[C:9](=O)[NH:10][CH:11]=[N:12]2)[CH3:5].[NH2:20][C:21]1[CH:22]=[C:23]2[C:27](=[CH:28][CH:29]=1)[N:26]([CH2:30][C:31]1[CH:38]=[CH:37][CH:36]=[CH:35][C:32]=1[C:33]#[N:34])[N:25]=[CH:24]2>>[C:33]([C:32]1[CH:35]=[CH:36][CH:37]=[CH:38][C:31]=1[CH2:30][N:26]1[C:27]2[C:23](=[CH:22][C:21]([NH:20][C:9]3[C:8]4[C:13](=[CH:14][CH:15]=[CH:16][C:7]=4[O:6][C@H:4]([CH3:5])[C:3]([N:2]([CH3:19])[CH3:1])=[O:18])[N:12]=[CH:11][N:10]=3)=[CH:29][CH:28]=2)[CH:24]=[N:25]1)#[N:34]. Reported procedure: Using the same procedure as in Example 18, (2R)—N,N-dimethyl-2-[(4-oxo-3,4-dihydroquinazolin-5-yl)oxy]propanamide (220 mg, 0.84 mmol) and 2-[(5-amino-1H-indazol-1-yl)methyl]benzonitrile (1.1 equivalents) were reacted to give the title compound as a beige foam (334 mg, 81%); NMR spectrum (CDCl3) 1.72 (d, 3H), 3.06 (s, 3H), 3.14 (s, 3H), 5.43 (q, 1H), 5.83 (s, 2H), 6.81 (d, 1H), 7.01 (d, 1H), 7.37 (t, 1H), 7.42-7.47 (m, 3H), 7.60 (t, 1H), 7.70 (d, 1H), 7.86 (d, 1H), 8.10 (s, 1H), 8.47 (s, 1H), 8.6... Reactants: [Si](C)(C)(C(C)(C)C)OCC/C=C/C=1C=C2C(=NC1)N(C=C2C=2C=NN(C2)C)S(=O)(=O)C2=CC=CC=C2 ((E)-5-(4-(tert-butyldimethylsilyloxy)but-1-enyl)-3-(1-methyl-1H-pyrazol-4-yl)-1-(phenylsulfonyl)-1H-pyrrolo[2,3-b]pyridine). The reagents and catalysts are [OH-].[OH-].[Pd+2] (Pd(OH)2 on carbon). The solvent is CO (MeOH). Reaction conditions: time 43 hour. The product is CN1N=CC(=C1)C1=CN(C2=NC=C(C=C21)CCCCO)S(=O)(=O)C2=CC=CC=C2 (4-(3-(1-methyl-1H-pyrazol-4-yl)-1-(phenylsulfonyl)-1H-pyrrolo[2,3-b]pyridin-5-yl)butan-1-ol). As a reaction SMILES: [Si]([O:8][CH2:9][CH2:10]/[CH:11]=[CH:12]/[C:13]1[CH:14]=[C:15]2[C:21]([C:22]3[CH:23]=[N:24][N:25]([CH3:27])[CH:26]=3)=[CH:20][N:19]([S:28]([C:31]3[CH:36]=[CH:35][CH:34]=[CH:33][CH:32]=3)(=[O:30])=[O:29])[C:16]2=[N:17][CH:18]=1)(C(C)(C)C)(C)C>CO.[OH-].[OH-].[Pd+2]>[CH3:27][N:25]1[CH:26]=[C:22]([C:21]2[C:15]3[C:16](=[N:17][CH:18]=[C:13]([CH2:12][CH2:11][CH2:10][CH2:9][OH:8])[CH:14]=3)[N:19]([S:28]([C:31]3[CH:36]=[CH:35][CH:34]=[CH:33][CH:32]=3)(=[O:29])=[O:30])[CH:20]=2)[CH:23]=[N:24]1 |f:2.3.4|. Reported procedure: A mixture of olefin 65 (198 mg, 0.38 mmol) and moist Pd(OH)2 on carbon (96 mg of catalyst containing 20% wt Pd) in MeOH (6 mL) was stirred vigorously under H2 for 43 h. The catalyst was removed by filtration through a pad of Celite. The pad was washed sequentially with MeOH, CH2Cl2 and AcOH and the combined filtrates were concentrated to afford azaindole 66 as brown oil that was used directly without purification in the next step; 1H NMR (400 MHz; CDCl3) δ 1.55-1.76 (m, 4H), 2.71 (t, J=7.7 Hz, 2... Starting materials: C1(=CC=CC2=CC=CC=C12)S(=O)(=O)N1C(CCCC1)CCCC(=O)OC (Methyl 4-(1-(naphthalene-1-ylsulfonyl)piperidin-2-yl)butanoate), [OH-].[Li+] (Lithium hydroxide). Run in CO.O (Methanol Water). Yields the product C1(=CC=CC2=CC=CC=C12)S(=O)(=O)N1C(CCCC1)CCCC(=O)O (4-(1-(Naphthalen-1-ylsulfonyl)piperidin-2-yl)butanoic acid). Isolated yield 91.9%. As a reaction SMILES: [C:1]1([S:11]([N:14]2[CH2:19][CH2:18][CH2:17][CH2:16][CH:15]2[CH2:20][CH2:21][CH2:22][C:23]([O:25]C)=[O:24])(=[O:13])=[O:12])[C:10]2[C:5](=[CH:6][CH:7]=[CH:8][CH:9]=2)[CH:4]=[CH:3][CH:2]=1.[OH-].[Li+]>CO.O>[C:1]1([S:11]([N:14]2[CH2:19][CH2:18][CH2:17][CH2:16][CH:15]2[CH2:20][CH2:21][CH2:22][C:23]([OH:25])=[O:24])(=[O:13])=[O:12])[C:10]2[C:5](=[CH:6][CH:7]=[CH:8][CH:9]=2)[CH:4]=[CH:3][CH:2]=1 |f:1.2,3.4|. Procedure: To a solution of Methyl 4-(1-(naphthalene-1-ylsulfonyl)piperidin-2-yl)butanoate (Ester-21) (4.95 g, 13.18 mmol.) in Methanol/Water (54 ml/36 ml) Lithium hydroxide (1.58 g, 65.9 mmol) was added and the reaction mixture was stirred over night at room temperature. The completion of the reaction was controlled via Thin-layer chromatography. After completion the Methanol was evaporated in vacuum, and the residue was triturated with Ethylacetate. The mixture was made acidic with diluted HCl. The aqueo... Reactants: B, [Br-], [Br-], [Br-], ClCCl, COc1ccc(C2(c3ccccc3)CCCCC2)cc1F, O. Product: Oc1ccc(C2(c3ccccc3)CCCCC2)cc1F. Reaction SMILES: [BH3:28].[Br-:25].[Br-:26].[Br-:27].[Cl:22][CH2:23][Cl:24].[F:1][c:2]1[c:3]([O:20][CH3:21])[cH:4][cH:5][c:6]([C:8]2([c:14]3[cH:15][cH:16][cH:17][cH:18][cH:19]3)[CH2:9][CH2:10][CH2:11][CH2:12][CH2:13]2)[cH:7]1.[OH2:29]>>[F:1][c:2]1[c:3]([OH:20])[cH:4][cH:5][c:6]([C:8]2([c:14]3[cH:15][cH:16][cH:17][cH:18][cH:19]3)[CH2:9][CH2:10][CH2:11][CH2:12][CH2:13]2)[cH:7]1. Reactants: CS(=O)(=O)Cl, ClCCl, CC(C)CCC1(C)C(=O)C(C2=NS(=O)(=O)c3cc(N)ccc3N2)=C(O)c2ccccc21, c1ccncc1. Yields the product CC(C)CCC1(C)C(=O)C(C2=NS(=O)(=O)c3cc(NS(C)(=O)=O)ccc3N2)=C(O)c2ccccc21. RXN SMILES: [CH3:38][S:39]([Cl:40])(=[O:41])=[O:42].[Cl:43][CH2:44][Cl:45].[NH2:1][c:2]1[cH:3][c:4]2[c:5]([cH:30][cH:31]1)[NH:6][C:7]([C:12]1=[C:21]([OH:22])[c:20]3[c:15]([cH:16][cH:17][cH:18][cH:19]3)[C:14]([CH2:23][CH2:24][CH:25]([CH3:26])[CH3:27])([CH3:28])[C:13]1=[O:29])=[N:8][S:9]2(=[O:10])=[O:11].[cH:32]1[cH:33][cH:34][n:35][cH:36][cH:37]1>>[NH:1]([c:2]1[cH:3][c:4]2[c:5]([cH:30][cH:31]1)[NH:6][C:7]([C:12]1=[C:21]([OH:22])[c:20]3[c:15]([cH:16][cH:17][cH:18][cH:19]3)[C:14]([CH2:23][CH2:24][CH:25]([CH3:26])[CH3:27])([CH3:28])[C:13]1=[O:29])=[N:8][S:9]2(=[O:10])=[O:11])[S:39]([CH3:38])(=[O:41])=[O:42]. The reactants are Cl.Cl.N[C@@H](CC(=O)OCC)C=1C=NC=CC1 (ethyl 3-amino-3(S)-(3-pyridyl)propionate dihydrochloride), N1(CCNCC1)C1=CC=C2CCN(C(C2=C1)=O)CC(=O)N[C@@H](C)C(=O)O (N-{[7-(Piperazin-1-yl)-3,4-dihydro-1(1H)-isoquinolinone-2-yl]acetyl}--alanine). Solvent: CCOC(=O)C (EtOAc). The product is N1(CCNCC1)C1=CC=C2CCN(C(C2=C1)=O)CC(=O)N[C@@H](CC(=O)O)C=1C=NC=CC1 (N-{[7-(Piperazin-1-yl)-3,4-dihydro-1(1H)-isoquinolinone-2-yl]acetyl}-3(S)-(3-pyridyl)-β-alanine). Reaction SMILES: Cl.Cl.[NH2:3][C@H:4]([C:11]1[CH:12]=[N:13][CH:14]=[CH:15][CH:16]=1)[CH2:5][C:6]([O:8]CC)=[O:7].[N:17]1([C:23]2[CH:32]=[C:31]3[C:26]([CH2:27][CH2:28][N:29]([CH2:34][C:35](N[C@H](C(O)=O)C)=[O:36])[C:30]3=[O:33])=[CH:25][CH:24]=2)[CH2:22][CH2:21][NH:20][CH2:19][CH2:18]1>CCOC(C)=O>[N:17]1([C:23]2[CH:32]=[C:31]3[C:26]([CH2:27][CH2:28][N:29]([CH2:34][C:35]([NH:3][C@H:4]([C:11]4[CH:12]=[N:13][CH:14]=[CH:15][CH:16]=4)[CH2:5][C:6]([OH:8])=[O:7])=[O:36])[C:30]3=[O:33])=[CH:25][CH:24]=2)[CH2:22][CH2:21][NH:20][CH2:19][CH2:18]1 |f:0.1.2|. Procedure details: Following the procedure described for 1-7, but substituting β-alanine ethyl ester hydrochloride (Aldrich) for ethyl 3-amino-3(S)-(3-pyridyl)propionate dihydrochloride, the title compound was prepared. Rf (silica, EtOAc)=0.3. ##STR37## N-{[7-(Piperazin-1-yl)-3,4-dihydro-1(1H)-isoquinolinone-2-yl]acetyl}--alanine (1-14) Starting materials: C(C)(C)(C)OC(=O)NC1=C(C=CC(=C1)C#C)F (1-(tert-butoxycarbonylamino)-5-ethynyl -2-fluorobenzene), IC1=CC=CC=C1 (iodobenzene), tetrakis (triphenylphosphine)palladium(0). The reagents and catalysts are [Cu]I (copper (I) iodide). Solvent: C(C)(=O)OCC (ethyl acetate), C(C)(C)NC(C)C (N,N-diisopropylamine). Reaction conditions: time 8 hour. Product: C(C)(C)(C)OC(=O)NC1=C(C=CC(=C1)C#CC1=CC=CC=C1)F (1-(tert -butoxycarbonylamino)-2-fluoro-5-phenylethynylbenzene). Isolated yield 96.2%. Reaction SMILES: [C:1]([O:5][C:6]([NH:8][C:9]1[CH:14]=[C:13]([C:15]#[CH:16])[CH:12]=[CH:11][C:10]=1[F:17])=[O:7])([CH3:4])([CH3:3])[CH3:2].I[C:19]1[CH:24]=[CH:23][CH:22]=[CH:21][CH:20]=1>C(NC(C)C)(C)C.C(OCC)(=O)C.[Cu]I>[C:1]([O:5][C:6]([NH:8][C:9]1[CH:14]=[C:13]([C:15]#[C:16][C:19]2[CH:24]=[CH:23][CH:22]=[CH:21][CH:20]=2)[CH:12]=[CH:11][C:10]=1[F:17])=[O:7])([CH3:4])([CH3:3])[CH3:2]. Reported procedure: A mixture of 1-(tert-butoxycarbonylamino)-5-ethynyl -2-fluorobenzene (0.11 g), iodobenzene (0.1 g), tetrakis -(triphenylphosphine)palladium(0) (16 mg) and copper (I) iodide (5 mg) in N,N-diisopropylamine (2 mL) was stirred at room temperature overnight. The reaction mixture was diluted with ethyl acetate. The insoluble material was removed by filtration, and the filtrate was concentrated under reduced pressure. The residue was purified by column chromatography on silica gel (eluent: n-hexane/eth...